Dataset: the Open Reaction Database (ORD), a public repository of structured organic reaction records. Task: describe an organic reaction: reactants, conditions, products, and yield Starting materials: CCOC(=O)c1ccc(C(C)Oc2cc(C)c(-c3ccc(C(F)(F)F)cc3)c(C)c2)s1, C1CCOC1, Cl, [Li+], [OH-]. Product: Cc1cc(OC(C)c2ccc(C(=O)O)s2)cc(C)c1-c1ccc(C(F)(F)F)cc1. Reaction SMILES: [CH2:1]([CH3:2])[O:3][C:4](=[O:5])[c:6]1[s:7][c:8]([CH:11]([CH3:12])[O:13][c:14]2[cH:15][c:16]([CH3:31])[c:17](-[c:21]3[cH:22][cH:23][c:24]([C:27]([F:28])([F:29])[F:30])[cH:25][cH:26]3)[c:18]([CH3:20])[cH:19]2)[cH:9][cH:10]1.[CH2:35]1[O:36][CH2:37][CH2:38][CH2:39]1.[ClH:34].[Li+:32].[OH-:33]>>[O:3]=[C:4]([OH:5])[c:6]1[s:7][c:8]([CH:11]([CH3:12])[O:13][c:14]2[cH:15][c:16]([CH3:31])[c:17](-[c:21]3[cH:22][cH:23][c:24]([C:27]([F:28])([F:29])[F:30])[cH:25][cH:26]3)[c:18]([CH3:20])[cH:19]2)[cH:9][cH:10]1. Reactants: resultant mixture, C(O)CN (ethanolamine), N#N (N2), O1CC1CCCCCCCCCCCCCCO (1,2-epoxy-16-hexadecanol), C(O)CN (ethanolamine). The solvent is C(C)O (ethanol), C(C)O (ethanol), C(C)O (ethanol). Yields the product OCCNCC(CCCCCCCCCCCCCCO)O (1-(2-hydroxyethylamino)-2,16-hexadecanediol). Isolated yield 66.7%. Reaction SMILES: [CH2:1]([CH2:3][NH2:4])[OH:2].N#N.[O:7]1[CH:9]([CH2:10][CH2:11][CH2:12][CH2:13][CH2:14][CH2:15][CH2:16][CH2:17][CH2:18][CH2:19][CH2:20][CH2:21][CH2:22][CH2:23][OH:24])[CH2:8]1>C(O)C>[OH:2][CH2:1][CH2:3][NH:4][CH2:8][CH:9]([OH:7])[CH2:10][CH2:11][CH2:12][CH2:13][CH2:14][CH2:15][CH2:16][CH2:17][CH2:18][CH2:19][CH2:20][CH2:21][CH2:22][CH2:23][OH:24]. Procedure details: A 50-ml two-necked flask equipped with a stirrer, dropping funnel and N2 inlet tube was charged with 4.14 g (68 mmol) of ethanolamine and 0.8 g of ethanol. While heating and stirring the mixture at 80° C. in an N2 atmosphere, an ethanol solution of 0.87 g (3.4 mmol) of 1,2-epoxy-16-hexadecanol was added dropwise over 1.5 hours. The resultant mixture was stirred further for 2 hours at 80° C. After completion of the reaction, ethanol and excess ethanolamine were distilled off under reduced pressur...